From a dataset of the Open Reaction Database (ORD), a public repository of structured organic reaction records. describe an organic reaction: reactants, conditions, products, and yield The reactants are CCCCO, CC(C)(CO)CO, Cc1ccc(S(=O)(=O)O)cc1, Cc1ccccc1, Nc1ccc(C(=O)c2ccccc2)cc1[N+](=O)[O-]. Yields the product CC1(C)COC(c2ccccc2)(c2ccc(N)c([N+](=O)[O-])c2)OC1. RXN SMILES: [CH2:37]([OH:38])[CH2:39][CH2:40][CH3:41].[CH3:19][C:20]([CH2:21][OH:22])([CH2:23][OH:24])[CH3:25].[CH3:26][c:27]1[cH:28][cH:29][c:30]([S:31](=[O:32])(=[O:33])[OH:34])[cH:35][cH:36]1.[CH3:42][c:43]1[cH:44][cH:45][cH:46][cH:47][cH:48]1.[NH2:1][c:2]1[c:3]([N+:16](=[O:17])[O-:18])[cH:4][c:5]([C:8](=[O:9])[c:10]2[cH:11][cH:12][cH:13][cH:14][cH:15]2)[cH:6][cH:7]1>>[NH2:1][c:2]1[c:3]([N+:16](=[O:17])[O-:18])[cH:4][c:5]([C:8]2([c:10]3[cH:11][cH:12][cH:13][cH:14][cH:15]3)[O:9][CH2:23][C:20]([CH3:19])([CH3:25])[CH2:21][O:22]2)[cH:6][cH:7]1. RXN SMILES: Cl[C:2]1[C:10]2[NH:9][C:8]([C:11]([F:14])([F:13])[F:12])=[N:7][C:6]=2[C:5]([N+:15]([O-:17])=[O:16])=[CH:4][C:3]=1[C:18]([F:21])([F:20])[F:19].[CH2:22]([NH2:25])[C:23]#[CH:24]>>[CH2:22]([NH:25][C:2]1[C:10]2[NH:9][C:8]([C:11]([F:14])([F:13])[F:12])=[N:7][C:6]=2[C:5]([N+:15]([O-:17])=[O:16])=[CH:4][C:3]=1[C:18]([F:21])([F:20])[F:19])[C:23]#[CH:24]. Starting materials: ClC1=C(C=C(C=2N=C(NC21)C(F)(F)F)[N+](=O)[O-])C(F)(F)F (4-Chloro-7-nitro-2,5-bis(trifluoromethyl)benzimidazole), C(C#C)N (2-propynylamine). Product: C(C#C)NC1=C(C=C(C=2N=C(NC21)C(F)(F)F)[N+](=O)[O-])C(F)(F)F (4-(2-propynylamino)-7-nitro-2,5-bis(trifluoromethyl)benzimidazole). Reported procedure: 4-Chloro-7-nitro-2,5-bis(trifluoromethyl)benzimidazole is reacted with 2-propynylamine to obtain 4-(2-propynylamino)-7-nitro-2,5-bis(trifluoromethyl)benzimidazole, m.w., 352.2. The reactants are N1C=C(C2=CC=CC=C12)CC(=O)OCC (ethyl (indol-3-yl)acetate), C1CC(=O)N(C1=O)Br (NBS). Run in ClCCl (dichloromethane). Run at temperature 0 celsius, time 3 hour. Yields the product C(C)OC(CC1=C(NC2=CC=CC=C12)Br)=O (Ethyl(2-Bromoindol-3-yl)acetate). The yield is 50.4%. As a reaction SMILES: [NH:1]1[C:9]2[C:4](=[CH:5][CH:6]=[CH:7][CH:8]=2)[C:3]([CH2:10][C:11]([O:13][CH2:14][CH3:15])=[O:12])=[CH:2]1.C1C(=O)N([Br:23])C(=O)C1>ClCCl>[CH2:14]([O:13][C:11](=[O:12])[CH2:10][C:3]1[C:4]2[C:9](=[CH:8][CH:7]=[CH:6][CH:5]=2)[NH:1][C:2]=1[Br:23])[CH3:15]. Reported procedure: To a solution of 15.0 g (73.8 mmol) of ethyl (indol-3-yl)acetate in 75 ml of anhydrous dichloromethane at 0° C. was added 13.1 g (73.8 mmol) of NBS in small portions. The mixture was stirred at 0° C. for 3 h and then quickly concentrated under reduced pressure (argon was used to normalize the pressure after concentration to avoid decomposition due to the product's instability). Column chromatography with 99:1 toluene/ethanol afforded 10.5 g (50%) of the 2-bromoindole as a yellow oil. Starting materials: FC(C(=O)OCC)(F)F (ethyl trifluoroacetate), [Cl-].[NH4+] (ammonium chloride), C(CCC)[Li] (n-Butyllithium), CC=1N=CSC1 (4-methylthiazole). Solvent: O1CCCC1 (tetrahydrofuran). Conditions: time 30 minute. The product is hydrate, CC=1N=C(SC1)C(C(F)(F)F)=O (4-Methyl -2-trifluoroacetylthiazole). As a reaction SMILES: C([Li])CCC.[CH3:6][C:7]1[N:8]=[CH:9][S:10][CH:11]=1.[F:12][C:13]([F:20])([F:19])[C:14](OCC)=[O:15].[Cl-].[NH4+]>O1CCCC1>[CH3:6][C:7]1[N:8]=[C:9]([C:14](=[O:15])[C:13]([F:20])([F:19])[F:12])[S:10][CH:11]=1 |f:3.4|. Procedure details: n-Butyllithium (2.5M solution in hexanes, 40.4 ml) was added dropwise to a stirred solution of 4-methylthiazole (10 g) in anhydrous tetrahydrofuran at -70° C. under an atmosphere of dry nitrogen. After 30 minutes, ethyl trifluoroacetate (12 ml) was added dropwise. After a further 2 hours the mixture was allowed to warm to room temperature and was then left stirring overnight. Saturated aqueous ammonium chloride solution was added and the organic phase was separated, dried and evaporated to dryne... Run at temperature -78 celsius, time 45 minute. Run in C1(=CC=CC=C1)C (toluene). Reported procedure: 2-(2-Chloro-5-methoxy-phenyl)-propionic acid methyl ester (850 mg) was dissolved in toluene (40 mL) and cooled to −78° C. Diisobutylaluminium hydride (20% in toluene, 3.69 mL) was added over a period of 15 minutes. Stirring was continued for 45 minutes at −78° C. Methanol (2 mL) was added and then 1N potassium sodium tartrate solution (10 mL). The cooling bath was removed and the mixture was allowed to warm to RT. The mixture was diluted with water and extracted with ethyl acetate. The organic l... Product: ClC1=C(C=C(C=C1)OC)C(C=O)C (2-(2-Chloro-5-methoxy-phenyl)-propionaldehyde), oil. As a reaction SMILES: C[O:2][C:3](=O)[CH:4]([C:6]1[CH:11]=[C:10]([O:12][CH3:13])[CH:9]=[CH:8][C:7]=1[Cl:14])[CH3:5].[H-].C([Al+]CC(C)C)C(C)C.CO.C(C(C(C([O-])=O)O)O)([O-])=O.[Na+].[K+]>C1(C)C=CC=CC=1>[Cl:14][C:7]1[CH:8]=[CH:9][C:10]([O:12][CH3:13])=[CH:11][C:6]=1[CH:4]([CH3:5])[CH:3]=[O:2] |f:1.2,4.5.6|. Starting materials: COC(C(C)C1=C(C=CC(=C1)OC)Cl)=O (2-(2-Chloro-5-methoxy-phenyl)-propionic acid methyl ester), CO (Methanol), C(=O)([O-])C(O)C(O)C(=O)[O-].[Na+].[K+] (potassium sodium tartrate), [H-].C(C(C)C)[Al+]CC(C)C (Diisobutylaluminium hydride). Reactants: CCCCO, CCCCCCCCOc1ccc(-c2ccc(C(=O)Cl)cc2)cc1Cl, CCCCOC(=O)C(C)Oc1ccc(O)cc1. Yields the product CCCCCCCCOc1ccc(-c2ccc(C(=O)Oc3ccc(OC(C)C(=O)OCCCC)cc3)cc2)cc1Cl. Reaction SMILES: [CH2:43]([OH:44])[CH2:45][CH2:46][CH3:47].[Cl:1][c:2]1[cH:3][c:4](-[c:17]2[cH:18][cH:19][c:20]([C:21](=[O:22])[Cl:23])[cH:24][cH:25]2)[cH:5][cH:6][c:7]1[O:8][CH2:9][CH2:10][CH2:11][CH2:12][CH2:13][CH2:14][CH2:15][CH3:16].[OH:26][c:27]1[cH:28][cH:29][c:30]([O:31][CH:32]([C:33](=[O:34])[O:35][CH2:36][CH2:37][CH2:38][CH3:39])[CH3:40])[cH:41][cH:42]1>>[Cl:1][c:2]1[cH:3][c:4](-[c:17]2[cH:18][cH:19][c:20]([C:21](=[O:22])[O:26][c:27]3[cH:28][cH:29][c:30]([O:31][CH:32]([C:33](=[O:34])[O:35][CH2:36][CH2:37][CH2:38][CH3:39])[CH3:40])[cH:41][cH:42]3)[cH:24][cH:25]2)[cH:5][cH:6][c:7]1[O:8][CH2:9][CH2:10][CH2:11][CH2:12][CH2:13][CH2:14][CH2:15][CH3:16]. The reactants are [BH4-].[Na+] (Sodium borohydride), NC=1C=C(C=CC1)N1C(NCC1)=O (1-(3-amino-phenyl)-imidazolidin-2-one), C(C1=CC=CC=C1)=O (benzaldehyde), C(C)(=O)O (acetic acid). The solvent is O1CCCC1 (tetrahydrofuran). Reaction conditions: time 8 hour. Product: C(C1=CC=CC=C1)NC=1C=C(C=CC1)N1C(NCC1)=O (1-(3-Benzylamino-phenyl)-imidazolidin-2-one). Reaction SMILES: [NH2:1][C:2]1[CH:3]=[C:4]([N:8]2[CH2:12][CH2:11][NH:10][C:9]2=[O:13])[CH:5]=[CH:6][CH:7]=1.[CH:14](=O)[C:15]1[CH:20]=[CH:19][CH:18]=[CH:17][CH:16]=1.C(O)(=O)C.[BH4-].[Na+]>O1CCCC1>[CH2:14]([NH:1][C:2]1[CH:3]=[C:4]([N:8]2[CH2:12][CH2:11][NH:10][C:9]2=[O:13])[CH:5]=[CH:6][CH:7]=1)[C:15]1[CH:20]=[CH:19][CH:18]=[CH:17][CH:16]=1 |f:3.4|. Reported procedure: A solution of 1-(3-amino-phenyl)-imidazolidin-2-one (0.27 g, 1.5 mmol), benzaldehyde (0.17 ml, 1.7 mmol) and acetic acid (0.13 ml, 2.2 mmol) in dry tetrahydrofuran (10 ml) was stirred at room temperature for 6 hrs. Sodium borohydride (0.14 g, 3.8 mmol) was added and the reaction stirred at room temperature overnight. The reaction mixture was quenched with water (25 ml) then extracted with dichloromethane (3×50 ml). The organic extracts were combined, dried (magnesium sulphate) and concentrated i...